The task is: describe an organic reaction: reactants, conditions, products, and yield. This data is from the Open Reaction Database (ORD), a public repository of structured organic reaction records. The reactants are C(C1=CC=CC=C1)OC(=O)N1CCC(CC1)CCC1C(C2=CC(=CC=C2C1)C(=O)OC)=O (Methyl 2-[2-(N-Benzyloxycarbonylpiperidin-4-yl)ethyl]indan-1-one-6-carboxylate), C1CCOC1.CO.O (THF CH3OH H2O), O[Li].O (LiOH·H2O). Solvent: CCOC(=O)C (EtOAc). The product is C(C1=CC=CC=C1)OC(=O)N1CCC(CC1)CCC1C(C2=CC(=CC=C2C1)C(=O)O)=O (2-[2-(N-Benzyloxycarbonylpiperidin-4-yl)ethyl]indan-1-one-6-carboxylic acid). RXN SMILES: [CH2:1]([O:8][C:9]([N:11]1[CH2:16][CH2:15][CH:14]([CH2:17][CH2:18][CH:19]2[CH2:27][C:26]3[C:21](=[CH:22][C:23]([C:28]([O:30]C)=[O:29])=[CH:24][CH:25]=3)[C:20]2=[O:32])[CH2:13][CH2:12]1)=[O:10])[C:2]1[CH:7]=[CH:6][CH:5]=[CH:4][CH:3]=1.C1COCC1.CO.O.O[Li].O>CCOC(C)=O>[CH2:1]([O:8][C:9]([N:11]1[CH2:12][CH2:13][CH:14]([CH2:17][CH2:18][CH:19]2[CH2:27][C:26]3[C:21](=[CH:22][C:23]([C:28]([OH:30])=[O:29])=[CH:24][CH:25]=3)[C:20]2=[O:32])[CH2:15][CH2:16]1)=[O:10])[C:2]1[CH:3]=[CH:4][CH:5]=[CH:6][CH:7]=1 |f:1.2.3,4.5|. Procedure: A solution of 1-3 (0.6 g, 1.6 mmol) in 1:1:1 THF/CH3OH/H2O (12 mL) was treated with LiOH·H2O (0.34 g, 8 mmol) at room temperature for 2 h. The solution was diluted with EtOAc and extracted with saturated NaHCO3 solution. The basic aqueous layer was acidified to pH 3-4 with 10% KHSO4 solution and extracted with EtOAc. The organic layers were dried (MgSO4), filtered, and evaporated to give 1-4 as a brown oil. Rf (9:0.5:0.5 CH2Cl2 /CH3OH/HOAc) 0.36 1H NMR (300 MHz, CD3OD) δ 8.28 (m, 2H), 7.7 (d, 1H... The reactants are C(C)OC([C@H](CC1=CC=C(C=C1)OCCCBr)OC)=O ((2S)-3-[4-(3-bromo-propoxy)-phenyl]-2-methoxy-propionic acid ethyl ester), C1=C(C=CC2=CC=CC=C12)O (naphthalen-2-ol), CO[C@H](C(=O)O)CC1=CC=C(C=C1)OCCCOC1=CC=CC=C1 ((2S)-2-methoxy-3-[4-(3-phenoxy-propoxy)-phenyl]-propionic acid). Product: CO[C@H](C(=O)O)CC1=CC=C(C=C1)OCCCOC1=CC2=CC=CC=C2C=C1 ((2S)-2-methoxy-3-{4-[3-(naphthalen-2-yloxy)-propoxy]-phenyl}-propionic acid). Reaction SMILES: C([O:3][C:4](=[O:20])[C@@H:5]([O:18][CH3:19])[CH2:6][C:7]1[CH:12]=[CH:11][C:10]([O:13][CH2:14][CH2:15][CH2:16]Br)=[CH:9][CH:8]=1)C.[CH:21]1[C:30]2[C:25](=[CH:26][CH:27]=[CH:28][CH:29]=2)[CH:24]=[CH:23][C:22]=1[OH:31].CO[C@@H](CC1C=CC(OCCCOC2C=CC=CC=2)=CC=1)C(O)=O>>[CH3:19][O:18][C@@H:5]([CH2:6][C:7]1[CH:8]=[CH:9][C:10]([O:13][CH2:14][CH2:15][CH2:16][O:31][C:22]2[CH:23]=[CH:24][C:25]3[C:30](=[CH:29][CH:28]=[CH:27][CH:26]=3)[CH:21]=2)=[CH:11][CH:12]=1)[C:4]([OH:3])=[O:20]. Reported procedure: The title compound was prepared from (2S)-3-[4-(3-bromo-propoxy)-phenyl]-2-methoxy-propionic acid ethyl ester Example 284, Step 2) and naphthalen-2-ol via the same procedure used for the preparation of (2S)-2-methoxy-3-[4-(3-phenoxy-propoxy)-phenyl]-propionic acid (Example 285, Step 1), to produce a colorless oil. MS (ES) for C23H24O5 [M+Na]+: 403.4. The reactants are ClC(COC(=O)[C@H]1NN(CCC1)C([C@H](C)NC([C@H](C(C)C)NC(C(C=C)(C)C#N)=O)=O)=O)(Cl)Cl ((S)-1-{(S)-2-[(S)-2-(2-Cyano-2-methyl-but-3-enoylamino)-3-methyl-butyrylamino]-propionyl}-hexahydro-pyridazine-3-carboxylic acid 2,2,2-trichloro-ethyl ester), C1(CCCCC1)CNCC1CCCCC1 (N,N-dicyclohexylmethylamine), BrC1=CC=C2C=CC(=NC2=C1)[C@@H](C)O ((R)-1-(7-bromo-quinolin-2-yl)-ethanol), C1(=C(C=CC=C1)P(C1=C(C=CC=C1)C)C1=C(C=CC=C1)C)C (tri(o-tolyl)phosphine). The reagents and catalysts are C(C)(=O)[O-].[Pd+2].C(C)(=O)[O-] (palladium(II) acetate). Run in C(C)#N (acetonitrile). Conditions: temperature 120 celsius. Product: ClC(COC(=O)[C@H]1NN(CCC1)C([C@H](C)NC([C@H](C(C)C)NC(C(\C=C\C1=CC=C2C=CC(=NC2=C1)[C@@H](C)O)(C)C#N)=O)=O)=O)(Cl)Cl ((S)-1-[(S)-2-((S)-2-{(E)-2-Cyano-4-[2-((R)-1-hydroxy-ethyl)-quinolin-7-yl]-2-methyl-but-3-enoylamino}-3-methyl-butyrylamino)-propionyl]-hexahydro-pyridazine-3-carboxylic acid 2,2,2-trichloro-ethyl ester). Isolated yield 18.2%. RXN SMILES: [Cl:1][C:2]([Cl:34])([Cl:33])[CH2:3][O:4][C:5]([C@@H:7]1[CH2:12][CH2:11][CH2:10][N:9]([C:13](=[O:32])[C@@H:14]([NH:16][C:17](=[O:31])[C@@H:18]([NH:22][C:23](=[O:30])[C:24]([C:28]#[N:29])([CH3:27])[CH:25]=[CH2:26])[CH:19]([CH3:21])[CH3:20])[CH3:15])[NH:8]1)=[O:6].Br[C:36]1[CH:45]=[C:44]2[C:39]([CH:40]=[CH:41][C:42]([C@H:46]([OH:48])[CH3:47])=[N:43]2)=[CH:38][CH:37]=1.C1(C)C=CC=CC=1P(C1C=CC=CC=1C)C1C=CC=CC=1C.C1(CNCC2CCCCC2)CCCCC1>C(#N)C.C([O-])(=O)C.[Pd+2].C([O-])(=O)C>[Cl:34][C:2]([Cl:33])([Cl:1])[CH2:3][O:4][C:5]([C@@H:7]1[CH2:12][CH2:11][CH2:10][N:9]([C:13](=[O:32])[C@@H:14]([NH:16][C:17](=[O:31])[C@@H:18]([NH:22][C:23](=[O:30])[C:24]([C:28]#[N:29])([CH3:27])/[CH:25]=[CH:26]/[C:36]2[CH:45]=[C:44]3[C:39]([CH:40]=[CH:41][C:42]([C@H:46]([OH:48])[CH3:47])=[N:43]3)=[CH:38][CH:37]=2)[CH:19]([CH3:21])[CH3:20])[CH3:15])[NH:8]1)=[O:6] |f:5.6.7|. Procedure details: (S)-1-{(S)-2-[(S)-2-(2-Cyano-2-methyl-but-3-enoylamino)-3-methyl-butyrylamino]-propionyl}-hexahydro-pyridazine-3-carboxylic acid 2,2,2-trichloro-ethyl ester (283 mg, 0.527 mmol), (R)-1-(7-bromo-quinolin-2-yl)-ethanol (146 mg, 0.580 mmol), palladium(II) acetate (24 mg, 0.105 mmol) and tri(o-tolyl)phosphine (32 mg, 0.105 mmol) were suspended in anhydrous acetonitrile and N,N-dicyclohexylmethylamine (113 mg, 124 μL, 0.580 mmol) added. The vessel was sealed and heated in a microwave reactor at 120° ... Reactants: COC(=O)C1=C(NC=2CNCC(C2C1C1=C(C(=CC=C1F)Cl)Cl)=O)C (4-(2,3-Dichloro-6-fluorophenyl)-1,4,5,6,7,8-hexahydro-2-methyl-5-oxo-1,7-naphthyridine-3-carboxylic acid methyl ester), CC1=C(OCC2CO2)C=CC=C1C (3-(2,3-dimethylphenoxy)-1,2-epoxypropane). Run in CO (methanol), CO (methanol), Cl (hydrogen chloride). Yields the product COC(=O)C1=C(NC=2CN(CC(C2C1C1=C(C(=CC=C1F)Cl)Cl)=O)CC(COC1=C(C(=CC=C1)C)C)O)C (4-(2,3-Dichloro-6-fluorophenyl)-7-[3-(2,3-dimethylphenoxy)-2-hydroxypropyl]1,4,5,6,7,8-hexahydro-2-methyl-5-oxo-1,7-naphthyridine-3-carboxylic acid methyl ester). Yield: 16.7%. As a reaction SMILES: [CH3:1][O:2][C:3]([C:5]1[CH:14]([C:15]2[C:20]([F:21])=[CH:19][CH:18]=[C:17]([Cl:22])[C:16]=2[Cl:23])[C:13]2[C:12](=[O:24])[CH2:11][NH:10][CH2:9][C:8]=2[NH:7][C:6]=1[CH3:25])=[O:4].[CH3:26][C:27]1[C:37]([CH3:38])=[CH:36][CH:35]=[CH:34][C:28]=1[O:29][CH2:30][CH:31]1[O:33][CH2:32]1>CO.Cl>[CH3:1][O:2][C:3]([C:5]1[CH:14]([C:15]2[C:20]([F:21])=[CH:19][CH:18]=[C:17]([Cl:22])[C:16]=2[Cl:23])[C:13]2[C:12](=[O:24])[CH2:11][N:10]([CH2:32][CH:31]([OH:33])[CH2:30][O:29][C:28]3[CH:34]=[CH:35][CH:36]=[C:37]([CH3:38])[C:27]=3[CH3:26])[CH2:9][C:8]=2[NH:7][C:6]=1[CH3:25])=[O:4]. Procedure details: 4-(2,3-Dichloro-6-fluorophenyl)-1,4,5,6,7,8-hexahydro-2-methyl-5-oxo-1,7-naphthyridine-3-carboxylic acid methyl ester (12.1 g), 5.3 g of 3-(2,3-dimethylphenoxy)-1,2-epoxypropane and 150 ml of methanol were combined and refluxed for 18 hours. The alcohol was evaporated in vacuo. The residue was chromatographed on silica-gel using a 5% methanol-ethyl acetate system. The residue obtained on evaporation was dissolved in methanol and saturated with hydrogen chloride. The solvent was removed in vacuo ... Starting materials: BrCC=CCBr, CN(C)C=O, CC(=O)[O-], [Na+]. Product: CC(=O)OCC=CCBr. As a reaction SMILES: [Br:1][CH2:2][CH:3]=[CH:4][CH2:5][Br:6].[CH3:12][N:13]([CH3:14])[CH:15]=[O:16].[CH3:8][C:9]([O-:10])=[O:11].[Na+:7]>>[Br:1][CH2:2][CH:3]=[CH:4][CH2:5][O:11][C:9]([CH3:8])=[O:10]. Starting materials: CC(=O)NN, CC(=O)c1ccncc1, CCO. Yields the product CC(=O)NN=C(C)c1ccncc1. Reaction SMILES: [C:1]([CH3:2])(=[O:3])[NH:4][NH2:5].[C:6]([CH3:7])(=[O:8])[c:9]1[cH:10][cH:11][n:12][cH:13][cH:14]1.[CH3:15][CH2:16][OH:17]>>[C:1]([CH3:2])(=[O:3])[NH:4][N:5]=[C:6]([CH3:7])[c:9]1[cH:10][cH:11][n:12][cH:13][cH:14]1. Reactants: C(C)(C)(C)OC(=O)NCC(C(=O)N1CC2=CC=CC=C2C[C@H]1C(=O)O)C ((3S)-2-[(2RS)-3-tert.butoxycarbonylamino-2-methylpropanoyl]-3-carboxy-1,2,3,4-tetrahydroisoquinoline), FC(C(=O)O)(F)F (trifluoroacetic acid). Product: FC(C(=O)O)(F)F.NCC(C(=O)N1CC2=CC=CC=C2C[C@H]1C(=O)O)C ((3S)-2-[(2RS)-3-amino-2-methylpropanoyl]-3-carboxy-1,2,3,4-tetrahydroisoquinoline trifluoroacetate). Reaction SMILES: C(OC([NH:8][CH2:9][CH:10]([CH3:26])[C:11]([N:13]1[C@H:22]([C:23]([OH:25])=[O:24])[CH2:21][C:20]2[C:15](=[CH:16][CH:17]=[CH:18][CH:19]=2)[CH2:14]1)=[O:12])=O)(C)(C)C.[F:27][C:28]([F:33])([F:32])[C:29]([OH:31])=[O:30]>>[F:27][C:28]([F:33])([F:32])[C:29]([OH:31])=[O:30].[NH2:8][CH2:9][CH:10]([CH3:26])[C:11]([N:13]1[C@H:22]([C:23]([OH:25])=[O:24])[CH2:21][C:20]2[C:15](=[CH:16][CH:17]=[CH:18][CH:19]=2)[CH2:14]1)=[O:12] |f:2.3|. Reported procedure: The (3S)-2-[(2RS)-3-tert.butoxycarbonylamino-2-methylpropanoyl]-3-carboxy-1,2,3,4-tetrahydroisoquinoline obtained is treated with trifluoroacetic acid according to the method in Example 1 (Step E), providing (3S)-2-[(2RS)-3-amino-2-methylpropanoyl]-3-carboxy-1,2,3,4-tetrahydroisoquinoline trifluoroacetate, which is transformed into the hydrochloride by being dissolved in an excess of normal HCl and concentrated to dryness. Starting materials: BrCC(=O)O (bromoacetic acid), C(CCCCCCCCC)O (n-decyl alcohol). Reagents/catalysts: C1(=CC=C(C=C1)S(=O)(=O)O)C (p-toluenesulfonic acid). Solvent: C1(=CC=CC=C1)C (toluene). Conditions: time 1.5 hour. The product is BrCC(=O)OCCCCCCCC (n-octyl bromoacetate). The yield is 117.4%. As a reaction SMILES: [Br:1][CH2:2][C:3]([OH:5])=[O:4].[CH2:6](O)[CH2:7][CH2:8][CH2:9][CH2:10][CH2:11][CH2:12][CH2:13]CC>C1(C)C=CC(S(O)(=O)=O)=CC=1.C1(C)C=CC=CC=1>[Br:1][CH2:2][C:3]([O:5][CH2:6][CH2:7][CH2:8][CH2:9][CH2:10][CH2:11][CH2:12][CH3:13])=[O:4]. Procedure: 20 g of bromoacetic acid, 22 g of n-decyl alcohol, and 2.5 g of p-toluenesulfonic acid were added to 150 ml of toluene, and the azeotropic dehydration was carried out for 1.5 hours. After cooling the mixture by allowing it to stand, the toluene was removed under reduced pressure and then vacuum distillation was performed, to obtain 41 g of n-octyl bromoacetate (121° C., 10 mmHg). Starting materials: N1CC(C1)CNC1=C(C(=O)NC2=NNC3=CC=C(C=C23)CC2=CC(=CC(=C2)F)F)C=CC(=C1)N1CCN(CC1)C (2-[(azetidin-3-ylmethyl)amino]-N-[5-(3,5-difluorobenzyl)-1H-indazol-3-yl]-4-(4-methylpiperazin-1-yl)benzamide), C=O (formaldehyde), O (water), TEA, C(C)(=O)O[BH-](OC(C)=O)OC(C)=O.[Na+] (sodium triacetoxyborohydride). The solvent is ClCCl (dichloromethane), ClCCl (dichloromethane). Run at time 8 hour. Yields the product FC=1C=C(CC=2C=C3C(=NNC3=CC2)NC(C2=C(C=C(C=C2)N2CCN(CC2)C)NCC2CN(C2)C)=O)C=C(C1)F (N-[5-(3,5-difluorobenzyl)-1H-indazol-3-yl]-2-{[(1-methylazetidin-3-yl)methyl]amino}-4-(4-methylpiperazin-1-yl)benzamide). Isolated yield 6.4%. Reaction SMILES: [NH:1]1[CH2:4][CH:3]([CH2:5][NH:6][C:7]2[CH:33]=[C:32]([N:34]3[CH2:39][CH2:38][N:37]([CH3:40])[CH2:36][CH2:35]3)[CH:31]=[CH:30][C:8]=2[C:9]([NH:11][C:12]2[C:20]3[C:15](=[CH:16][CH:17]=[C:18]([CH2:21][C:22]4[CH:27]=[C:26]([F:28])[CH:25]=[C:24]([F:29])[CH:23]=4)[CH:19]=3)[NH:14][N:13]=2)=[O:10])[CH2:2]1.C=O.O.[C:44](O[BH-](OC(=O)C)OC(=O)C)(=O)C.[Na+]>ClCCl>[F:28][C:26]1[CH:27]=[C:22]([CH:23]=[C:24]([F:29])[CH:25]=1)[CH2:21][C:18]1[CH:19]=[C:20]2[C:15](=[CH:16][CH:17]=1)[NH:14][N:13]=[C:12]2[NH:11][C:9](=[O:10])[C:8]1[CH:30]=[CH:31][C:32]([N:34]2[CH2:35][CH2:36][N:37]([CH3:40])[CH2:38][CH2:39]2)=[CH:33][C:7]=1[NH:6][CH2:5][CH:3]1[CH2:2][N:1]([CH3:44])[CH2:4]1 |f:3.4|. Procedure: To a solution of 2-[(azetidin-3-ylmethyl)amino]-N-[5-(3,5-difluorobenzyl)-1H-indazol-3-yl]-4-(4-methylpiperazin-1-yl)benzamide (100 mg, 0.14 mmol) in dichloromethane (2 mL) were added formaldehyde 37 wt. % in water (0.014 mL, 0.168 mmol), TEA (0.4 mmol) and sodium triacetoxyborohydride (45 mg, 0.21 mmol). The mixture was stirred at room temperature overnight, diluted with dichloromethane, washed with aqueous NaHCO3 sat. sol., water and brine. Organic phase was dried over sodium sulfate and evapo... Starting materials: BrC1=CC=NC2=CC=C(C=C12)C(C=1SC=CN1)C1=CC=C(C=C1)Cl (2-((4-bromoquinolin-6-yl)(4-chlorophenyl)methyl)thiazole), C(=C\C1=CC=CC=C1)/B(O)O ((E)-styrylboronic acid), COC=1C=CC=C(C1C=2C=CC=CC2P(C3CCCCC3)C4CCCCC4)OC (SPhos), [O-]P(=O)([O-])[O-].[K+].[K+].[K+] (K3PO4). Reagents/catalysts: CC(=O)[O-].CC(=O)[O-].[Pd+2] (Pd(OAc)2). Solvent: CCOC(=O)C (EtOAc), O (water). Reaction conditions: time 8 hour. Product: ClC1=CC=C(C=C1)C(C=1SC=CN1)C=1C=C2C(=CC=NC2=CC1)\C=C\C1=CC=CC=C1 ((E)-2-((4-chlorophenyl)(4-styrylquinolin-6-yl)methyl)thiazole). As a reaction SMILES: Br[C:2]1[C:11]2[C:6](=[CH:7][CH:8]=[C:9]([CH:12]([C:18]3[CH:23]=[CH:22][C:21]([Cl:24])=[CH:20][CH:19]=3)[C:13]3[S:14][CH:15]=[CH:16][N:17]=3)[CH:10]=2)[N:5]=[CH:4][CH:3]=1.[CH:25](/B(O)O)=[CH:26]\[C:27]1[CH:32]=[CH:31][CH:30]=[CH:29][CH:28]=1.COC1C=CC=C(OC)C=1C1C=CC=CC=1P(C1CCCCC1)C1CCCCC1.[O-]P([O-])([O-])=O.[K+].[K+].[K+]>CCOC(C)=O.O.CC([O-])=O.CC([O-])=O.[Pd+2]>[Cl:24][C:21]1[CH:22]=[CH:23][C:18]([CH:12]([C:9]2[CH:10]=[C:11]3[C:6](=[CH:7][CH:8]=2)[N:5]=[CH:4][CH:3]=[C:2]3/[CH:25]=[CH:26]/[C:27]2[CH:32]=[CH:31][CH:30]=[CH:29][CH:28]=2)[C:13]2[S:14][CH:15]=[CH:16][N:17]=2)=[CH:19][CH:20]=1 |f:3.4.5.6,9.10.11|. Reported procedure: A mixture of 2-((4-bromoquinolin-6-yl)(4-chlorophenyl)methyl)thiazole (28 mg, 0.0674 mmol), (E)-styrylboronic acid (19.9 mg, 0.135 mmol), Pd(OAc)2 (1.5 mg, 0.00674 mmol), SPhos (5.5 mg, 0.022 mmol) and K3PO4 (28.6 mg, 0.135 mmol) was stirred at room temperature overnight under argon. The reaction was diluted with EtOAc and water. The aqueous layer was extracted with EtOAc twice. The organic layers combined were concentrated and the crude material was purified by silica column chromatography (25%...